This data is from the Open Reaction Database (ORD), a public repository of structured organic reaction records. The task is: describe an organic reaction: reactants, conditions, products, and yield Reactants: 31.9, BrC(C1=CC(=C(C=C1)Cl)[N+](=O)[O-])C1=CC=CC=C1 (4-(bromophenylmethyl)-1-chloro-2-nitrobenzene), CC=1N=CNC1 (4-methyl-1H-imidazole). Solvent: C(C)#N (acetonitrile). Run at time 24 hour. The product is 22.8, ClC1=C(C=C(C=C1)C(N1C=NC(=C1)C)C1=CC=CC=C1)[N+](=O)[O-] (1-[(4-chloro-3-nitrophenyl)phenylmethyl]-4-methyl-1H-imidazole). Isolated yield 54.5%. RXN SMILES: Br[CH:2]([C:13]1[CH:18]=[CH:17][CH:16]=[CH:15][CH:14]=1)[C:3]1[CH:8]=[CH:7][C:6]([Cl:9])=[C:5]([N+:10]([O-:12])=[O:11])[CH:4]=1.[CH3:19][C:20]1[N:21]=[CH:22][NH:23][CH:24]=1>C(#N)C>[Cl:9][C:6]1[CH:7]=[CH:8][C:3]([CH:2]([C:13]2[CH:18]=[CH:17][CH:16]=[CH:15][CH:14]=2)[N:23]2[CH:24]=[C:20]([CH3:19])[N:21]=[CH:22]2)=[CH:4][C:5]=1[N+:10]([O-:12])=[O:11]. Procedure: A mixture of 31.9 parts of 4-(bromophenylmethyl)-1-chloro-2-nitrobenzene, 49.3 parts of 4-methyl-1H-imidazole and 120 parts of acetonitrile was stirred for 24 hours at reflux temperature. The reaction mixture was concentrated and the concentrate was taken up in 150 parts of water. The product was extracted with dichloromethane. The extract was dried, filtered and evaporated. The residue was purified by column chromatography over silica gel using a mixture of trichloromethane, methanol and methan... Reactants: C(C=C)[Mg]Br (allylmagnesium bromide), COC1=C(C=O)C=CC(=C1OC)OC (2,3,4-trimethoxybenzaldehyde), Cl (HCl). Isolated yield 96.7%. Run at time 8 hour. Reported procedure: A stirred solution of 8.77 g (44.7 mmol) of 2,3,4-trimethoxybenzaldehyde in 100 mL of THF was cooled in an ice bath and 55 mL of 1.0 molar (55.0 mmol) allylmagnesium bromide in ether was added dropwise over 0.5 h. The cooling bath was allowed to warm up and the mixture was stirred overnight at room temperature. A 200 mL portion of 5% aqueous HCl was added and the mixture was extracted with two 200 mL portions of ether. The combined ether extracts were washed with 50 mL of saturated aqueous NaHCO... Product: OC(CC=C)C1=C(C(=C(C=C1)OC)OC)OC (4-hydroxy-4-(2,3,4-trimethoxyphenyl)butene). Solvent: CCOCC (ether), C1CCOC1 (THF). As a reaction SMILES: [CH3:1][O:2][C:3]1[C:10]([O:11][CH3:12])=[C:9]([O:13][CH3:14])[CH:8]=[CH:7][C:4]=1[CH:5]=[O:6].[CH2:15]([Mg]Br)[CH:16]=[CH2:17].Cl>C1COCC1.CCOCC>[OH:6][CH:5]([C:4]1[CH:7]=[CH:8][C:9]([O:13][CH3:14])=[C:10]([O:11][CH3:12])[C:3]=1[O:2][CH3:1])[CH2:17][CH:16]=[CH2:15]. The reactants are CCO, CC#CC1CN(S(=O)(=O)c2cnc(Cl)c(F)c2)CCN1c1ccc(C(O)(C(F)(F)F)C(F)(F)F)cc1, [NH4+], [OH-], O. Yields the product CC#CC1CN(S(=O)(=O)c2cnc(N)c(F)c2)CCN1c1ccc(C(O)(C(F)(F)F)C(F)(F)F)cc1. Reaction SMILES: [CH3:39][CH2:40][OH:41].[Cl:1][c:2]1[c:3]([F:36])[cH:4][c:5]([S:8](=[O:9])(=[O:10])[N:11]2[CH2:12][CH:13]([C:33]#[C:34][CH3:35])[N:14]([c:17]3[cH:18][cH:19][c:20]([C:23]([C:24]([F:25])([F:26])[F:27])([C:28]([F:29])([F:30])[F:31])[OH:32])[cH:21][cH:22]3)[CH2:15][CH2:16]2)[cH:6][n:7]1.[NH4+:37].[OH-:38].[OH2:42]>>[c:2]1([NH2:37])[c:3]([F:36])[cH:4][c:5]([S:8](=[O:9])(=[O:10])[N:11]2[CH2:12][CH:13]([C:33]#[C:34][CH3:35])[N:14]([c:17]3[cH:18][cH:19][c:20]([C:23]([C:24]([F:25])([F:26])[F:27])([C:28]([F:29])([F:30])[F:31])[OH:32])[cH:21][cH:22]3)[CH2:15][CH2:16]2)[cH:6][n:7]1. The reactants are O1COC2=C1C=CC(=C2)CNS(=O)(=O)C=2C=C(C=CC2)C=CC(=O)O (3-{3-[(benzo[1,3]dioxol-5-ylmethyl)-sulfamoyl]-phenyl}-acrylic acid), ClCCl (dichloromethane). Reagents/catalysts: CN(C=O)C (dimethylformamide). Reaction conditions: temperature 40 celsius, time 1 hour. The product is O1COC2=C1C=CC(=C2)CNS(=O)(=O)C=2C=C(C=CC2)C=CC(=O)Cl (3-{3-[(Benzo[1,3]dioxol-5-ylmethyl)-sulfamoyl]-phenyl}-acryloyl chloride). The yield is 100.0%. Reaction SMILES: [O:1]1[C:5]2[CH:6]=[CH:7][C:8]([CH2:10][NH:11][S:12]([C:15]3[CH:16]=[C:17]([CH:21]=[CH:22][C:23]([OH:25])=O)[CH:18]=[CH:19][CH:20]=3)(=[O:14])=[O:13])=[CH:9][C:4]=2[O:3][CH2:2]1.[Cl:26]CCl>CN(C)C=O>[O:1]1[C:5]2[CH:6]=[CH:7][C:8]([CH2:10][NH:11][S:12]([C:15]3[CH:16]=[C:17]([CH:21]=[CH:22][C:23]([Cl:26])=[O:25])[CH:18]=[CH:19][CH:20]=3)(=[O:14])=[O:13])=[CH:9][C:4]=2[O:3][CH2:2]1. Procedure: To a suspension of 3-{3-[(benzo[1,3]dioxol-5-ylmethyl)-sulfamoyl]-phenyl}-acrylic acid (0.39 g, 1.08 mmol) in dichloromethane (4 ml) oxalyl chloride (0.28 ml, 3.24 mmol) and one drop of dimethylformamide were added. The reaction mixture was stirred at 40° C. for one hour and concentrated under reduced pressure to give crude title compound (0.41 g, quant.). Reactants: C1CCNCC1, CCO, O=Cc1cnn2ccc(-c3ccc(C(=O)NCC4CC4)s3)nc12, O=C1CNC(=O)N1, O. Product: O=C1NC(=O)C(=Cc2cnn3ccc(-c4ccc(C(=O)NCC5CC5)s4)nc23)N1. Reaction SMILES: [CH2:34]1[CH2:35][CH2:36][NH:37][CH2:38][CH2:39]1.[CH3:24][CH2:25][OH:26].[CH:1]1([CH2:4][NH:5][C:6](=[O:7])[c:8]2[s:9][c:10](-[c:13]3[n:14][c:15]4[n:16]([cH:17][cH:18]3)[n:19][cH:20][c:21]4[CH:22]=[O:23])[cH:11][cH:12]2)[CH2:2][CH2:3]1.[O:27]=[C:28]1[CH2:29][NH:30][C:31](=[O:32])[NH:33]1.[OH2:40]>>[CH:1]1([CH2:4][NH:5][C:6](=[O:7])[c:8]2[s:9][c:10](-[c:13]3[n:14][c:15]4[n:16]([cH:17][cH:18]3)[n:19][cH:20][c:21]4[CH:22]=[C:29]3[C:28](=[O:27])[NH:33][C:31](=[O:32])[NH:30]3)[cH:11][cH:12]2)[CH2:2][CH2:3]1. Starting materials: FC1=CC=C(C=O)C=C1 (4-fluorobenzaldehyde), C(C)(C)C(=O)CC1=CC=CC=C1 (benzyl isopropyl ketone), N1CCCCC1 (piperidine), C(C)(=O)O (acetic acid). Run in C1(=CC=CC=C1)C (toluene), O (water). The product is FC1=CC=C(C=C1)C=C(C(C(C)C)=O)C1=CC=CC=C1 (1-(4-Fluorophenyl)-4-methyl-2-phenyl-penten-3-one). Reaction SMILES: [F:1][C:2]1[CH:9]=[CH:8][C:5]([CH:6]=O)=[CH:4][CH:3]=1.[CH:10]([C:13]([CH2:15][C:16]1[CH:21]=[CH:20][CH:19]=[CH:18][CH:17]=1)=[O:14])([CH3:12])[CH3:11].N1CCCCC1.C(O)(=O)C>C1(C)C=CC=CC=1.O>[F:1][C:2]1[CH:9]=[CH:8][C:5]([CH:6]=[C:15]([C:16]2[CH:21]=[CH:20][CH:19]=[CH:18][CH:17]=2)[C:13](=[O:14])[CH:10]([CH3:12])[CH3:11])=[CH:4][CH:3]=1. Procedure: 31 g (0.25 mol) of 4-fluorobenzaldehyde, 40.6 g (0.25 mol) of benzyl isopropyl ketone, 2.5 ml of piperidine and 1.75 ml of glacial acetic acid are boiled in a water separator for 20 hours in 200 ml of toluene. After removing the solvent, the residue is distilled through a 20 cm Vigreux column. The reactants are C1CCOC1, OCC1CO1, CCOC(=O)N=NC(=O)OCC, NC(=O)Nc1ccccc1O, c1ccc(P(c2ccccc2)c2ccccc2)cc1. The product is NC(=O)Nc1ccccc1OCC1CO1. As a reaction SMILES: [CH2:48]1[O:49][CH2:50][CH2:51][CH2:52]1.[O:1]1[CH:2]([CH2:4][OH:5])[CH2:3]1.[O:36]=[C:37]([O:38][CH2:39][CH3:40])[N:41]=[N:42][C:43]([O:44][CH2:45][CH3:46])=[O:47].[OH:6][c:7]1[c:8]([NH:13][C:14](=[O:15])[NH2:16])[cH:9][cH:10][cH:11][cH:12]1.[c:17]1([P:18]([c:19]2[cH:20][cH:21][cH:22][cH:23][cH:24]2)[c:25]2[cH:26][cH:27][cH:28][cH:29][cH:30]2)[cH:31][cH:32][cH:33][cH:34][cH:35]1>>[O:1]1[CH:2]([CH2:4][O:5][c:7]2[c:8]([NH:13][C:14](=[O:15])[NH2:16])[cH:9][cH:10][cH:11][cH:12]2)[CH2:3]1. Starting materials: ClC1=C(C=CC=C1)S(=O)(=O)C1C[C@H]([C@@H](C1)C(=O)O)COC ((1R,2R)-4-(2-Chloro-benzenesulfonyl)-2-methoxymethyl-cyclopentanecarboxylic acid), NCC#N (aminoacetonitrile). The product is C(#N)CNC(=O)[C@H]1[C@@H](CC(C1)S(=O)(=O)C1=C(C=CC=C1)Cl)COC ((1R,2R)-4-(2-Chloro-benzenesulfonyl)-2-methoxymethyl-cyclopentanecarboxylic acid cyanomethyl-amide). As a reaction SMILES: [Cl:1][C:2]1[CH:7]=[CH:6][CH:5]=[CH:4][C:3]=1[S:8]([CH:11]1[CH2:15][C@@H:14]([C:16]([OH:18])=O)[C@H:13]([CH2:19][O:20][CH3:21])[CH2:12]1)(=[O:10])=[O:9].[NH2:22][CH2:23][C:24]#[N:25]>>[C:23]([CH2:24][NH:25][C:16]([C@@H:14]1[CH2:15][CH:11]([S:8]([C:3]2[CH:4]=[CH:5][CH:6]=[CH:7][C:2]=2[Cl:1])(=[O:9])=[O:10])[CH2:12][C@H:13]1[CH2:19][O:20][CH3:21])=[O:18])#[N:22]. Reported procedure: The title compound was synthesized in analogy to Example 68/69, Step 11, from (1R,2R)-4-(2-Chloro-benzenesulfonyl)-2-methoxymethyl-cyclopentanecarboxylic acid (epimeric mixture) and aminoacetonitrile to afford the desired product as a light yellow foam. MS (EI): 371.0 (M+H)+. The reactants are CCCCNCCCC, CSc1scc[s+]1, [O-][Cl+3]([O-])([O-])[O-], C1CCOC1. The product is [O-][Cl+3]([O-])([O-])[O-], CCCC[N+](CCCC)=c1sccs1. Reaction SMILES: [CH2:13]([CH2:14][CH2:15][CH3:16])[NH:17][CH2:18][CH2:19][CH2:20][CH3:21].[CH3:6][S:7][c:8]1[s+:9][cH:10][cH:11][s:12]1.[Cl+3:1]([O-:2])([O-:3])([O-:4])[O-:5].[O:22]1[CH2:23][CH2:24][CH2:25][CH2:26]1>>[Cl+3:1]([O-:2])([O-:3])([O-:4])[O-:5].[c:8]1(=[N+:17]([CH2:13][CH2:14][CH2:15][CH3:16])[CH2:18][CH2:19][CH2:20][CH3:21])[s:9][cH:10][cH:11][s:12]1.